Dataset: the Open Reaction Database (ORD), a public repository of structured organic reaction records. Task: describe an organic reaction: reactants, conditions, products, and yield The reactants are N1CCCCC1 (Piperidine), C(=O)NNC1(CC=CC=C1)N=C=S (1-(2-formylhydrazino)phenyl isothiocyanate), C(=O)NNC1=CC=C(C=C1)NC(=S)N(CC1=CC=CC=C1)CC1=CC=CC=C1 (1-[4-(2-formylhydrazino)phenyl]-3,3-dibenzylthiourea). The product is C(=O)NNC1=CC=C(C=C1)NC(=S)N1CCCCC1 (1-[4-(2-formylhydrazino)phenylthiocarbamoyl]piperidine). As a reaction SMILES: N1CCCCC1.C(NNC1(N=C=S)C=CC=CC1)=O.[CH:20]([NH:22][NH:23][C:24]1[CH:29]=[CH:28][C:27]([NH:30][C:31]([N:33]([CH2:41][C:42]2[CH:47]=[CH:46][CH:45]=CC=2)CC2C=CC=CC=2)=[S:32])=[CH:26][CH:25]=1)=[O:21]>>[CH:20]([NH:22][NH:23][C:24]1[CH:25]=[CH:26][C:27]([NH:30][C:31]([N:33]2[CH2:41][CH2:42][CH2:47][CH2:46][CH2:45]2)=[S:32])=[CH:28][CH:29]=1)=[O:21]. Reported procedure: Piperidine (0.085 g, 0.001 mole) and 1-(2-formylhydrazino)phenyl isothiocyanate (0.19 g, 0.001 mole) were reacted according to the procedure described for NA-11 in Example 3. Yield 0.14 g (50 percent), m.p. 174°-176° C.